This data is from the Open Reaction Database (ORD), a public repository of structured organic reaction records. The task is: describe an organic reaction: reactants, conditions, products, and yield Reactants: NC1=NC(=NN1)S (5-amino-3-mercapto-1,2,4-triazole), C(=O)O (formic acid). Run at time 4 hour. The product is C(=O)NC1=NC(=NN1)S (5-Formylamino-3-mercapto-1,2,4-triazole). Reaction SMILES: [NH2:1][C:2]1[NH:6][N:5]=[C:4]([SH:7])[N:3]=1.[CH:8](O)=[O:9]>>[CH:8]([NH:1][C:2]1[NH:6][N:5]=[C:4]([SH:7])[N:3]=1)=[O:9]. Procedure details: A 500 ml, 3-necked flask equipped with a mechanical stirrer, a reflux condenser with nitrogen outlet and a thermometer was charged with 24.4 g (0.2 mole of 95 percent) of 5-amino-3-mercapto-1,2,4-triazole and 140 ml of formic acid. The mixture was heated to reflux with stirring for 4 hours and allowed to cool to room temperature. The solids present were collected by filtration, washed with water, and dried to obtain 28.2 g (98 percent of theory) of the title compound as a white solid, m.p. 260°-... The reactants are O=C([O-])[O-], CCOC(=O)C(N)Cc1ccc(OC)cc1, O=S(=O)(Cl)c1ccc(Cl)c(Cl)c1, ClCCl, [K+], [K+]. Product: CCOC(=O)C(Cc1ccc(OC)cc1)NS(=O)(=O)c1ccc(Cl)c(Cl)c1. Reaction SMILES: [C:32](=[O:33])([O-:34])[O-:35].[CH3:13][O:14][c:15]1[cH:16][cH:17][c:18]([CH2:19][CH:20]([NH2:21])[C:22](=[O:23])[O:24][CH2:25][CH3:26])[cH:27][cH:28]1.[Cl:1][c:2]1[cH:3][c:4]([S:9](=[O:10])(=[O:11])[Cl:12])[cH:5][cH:6][c:7]1[Cl:8].[Cl:29][CH2:30][Cl:31].[K+:36].[K+:37]>>[Cl:1][c:2]1[cH:3][c:4]([S:9](=[O:10])(=[O:11])[NH:21][CH:20]([CH2:19][c:18]2[cH:17][cH:16][c:15]([O:14][CH3:13])[cH:28][cH:27]2)[C:22](=[O:23])[O:24][CH2:25][CH3:26])[cH:5][cH:6][c:7]1[Cl:8]. Starting materials: S1C(=CC=C1)CSCCNC1=NC=C(C(N1)=O)CC=1C=NC=CC1 (2-[2-(2-Thienylmethylthio)ethylamino]-5-(3-pyridylmethyl)-4-pyrimidone), [I-].C[N+](=C)C (dimethyl(methylene)ammonium iodide). The solvent is CN(C=O)C (dimethylformamide). Yields the product CN(C)CC1=CC=C(S1)CSCCNC1=NC=C(C(N1)=O)CC=1C=NC=CC1 (2-[2-(5-dimethylaminomethyl-2-thienylmethylthio)ethylamino]-5-(3-pyridylmethyl)-4-pyrimidone). RXN SMILES: [S:1]1[CH:5]=[CH:4][CH:3]=[C:2]1[CH2:6][S:7][CH2:8][CH2:9][NH:10][C:11]1[NH:16][C:15](=[O:17])[C:14]([CH2:18][C:19]2[CH:20]=[N:21][CH:22]=[CH:23][CH:24]=2)=[CH:13][N:12]=1.[I-].[CH3:26][N+:27]([CH3:29])=[CH2:28]>CN(C)C=O>[CH3:26][N:27]([CH2:29][C:5]1[S:1][C:2]([CH2:6][S:7][CH2:8][CH2:9][NH:10][C:11]2[NH:16][C:15](=[O:17])[C:14]([CH2:18][C:19]3[CH:20]=[N:21][CH:22]=[CH:23][CH:24]=3)=[CH:13][N:12]=2)=[CH:3][CH:4]=1)[CH3:28] |f:1.2|. Reported procedure: 2-[2-(2-Thienylmethylthio)ethylamino]-5-(3-pyridylmethyl)-4-pyrimidone is reacted with an excess of dimethyl(methylene)ammonium iodide in dimethylformamide at room temperature to give 2-[2-(5-dimethylaminomethyl-2-thienylmethylthio)ethylamino]-5-(3-pyridylmethyl)-4-pyrimidone. Starting materials: aqueous solution, [OH-].[Na+] (sodium hydroxide), O=C(C(=O)[O-])C(CC)C1=CC=CC=C1.[Na+] (sodium 2-oxo-3-phenylpentanoate), CI (methyl iodide), Cl (hydrochloric acid), aqueous solution, [OH-].[Na+] (sodium hydroxide). Reagents/catalysts: [Cl-].C(C)[N+](CC1=CC=CC=C1)(CC)CC (triethylbenzylammonium chloride). Solvent: O1CCCC1 (tetrahydrofuran). The product is O=C(C(=O)[O-])C(CC)(C1=CC=CC=C1)C.[Na+] (sodium 2-oxo-3-methyl-3-phenylpentanoate). The yield is 46.0%. Reaction SMILES: [OH-].[Na+:2].[O:3]=[C:4]([CH:8]([C:11]1[CH:16]=[CH:15][CH:14]=[CH:13][CH:12]=1)[CH2:9][CH3:10])[C:5]([O-:7])=[O:6].[Na+].[CH3:18]I.Cl>[Cl-].C([N+](CC)(CC)CC1C=CC=CC=1)C.O1CCCC1>[O:3]=[C:4]([C:8]([CH3:18])([C:11]1[CH:16]=[CH:15][CH:14]=[CH:13][CH:12]=1)[CH2:9][CH3:10])[C:5]([O-:7])=[O:6].[Na+:2] |f:0.1,2.3,6.7,9.10|. Reported procedure: A 3N aqueous solution (0.84 ml) of sodium hydroxide and 3.0 ml of tetrahydrofuran were added to 0.30 g (1.39 mmoles) of sodium 2-oxo-3-phenylpentanoate, and the mixture was stirred until a completely uniform solution formed. Then, 0.23 mg (2.8 mmoles) of methyl iodide and 36 mg (0.16 mmole) of triethylbenzylammonium chloride were added, and the mixture reacted at room temperature for 7 hours. The reaction mixture was acidified with 1N hydrochloric acid and extracted with ether. The ether layer w... The reactants are CCO, O=C1NC(=O)c2ccc(Cl)c3cccc1c23, NCCCCCO. Product: O=C1c2cccc3c(Cl)ccc(c23)C(=O)N1CCCCCO. As a reaction SMILES: [CH3:24][CH2:25][OH:26].[Cl:8][c:9]1[cH:10][cH:11][c:12]2[c:13]3[c:14]([cH:15][cH:16][cH:17][c:18]13)[C:19](=[O:23])[NH:20][C:21]2=[O:22].[NH2:1][CH2:2][CH2:3][CH2:4][CH2:5][CH2:6][OH:7]>>[N:1]1([CH2:2][CH2:3][CH2:4][CH2:5][CH2:6][OH:7])[C:19](=[O:23])[c:14]2[c:13]3[c:12]([cH:11][cH:10][c:9]([Cl:8])[c:18]3[cH:17][cH:16][cH:15]2)[C:21]1=[O:22]. Starting materials: ice water, C(CCCCCCC)C1CC2=CC=C(C=C2C1)B(O)O (2-octylindan-5-boronic acid), C(CCCCCCCCC)OC=1C=NC(=NC1)C1=CC=C(C=C1)Br (5-decyloxy-2-(4-bromophenyl)pyrimidine), C(C)O (ethanol), C([O-])([O-])=O.[Na+].[Na+] (sodium carbonate). The reagents and catalysts are [Pd].C1(=CC=CC=C1)P(C1=CC=CC=C1)C1=CC=CC=C1.C1(=CC=CC=C1)P(C1=CC=CC=C1)C1=CC=CC=C1.C1(=CC=CC=C1)P(C1=CC=CC=C1)C1=CC=CC=C1.C1(=CC=CC=C1)P(C1=CC=CC=C1)C1=CC=CC=C1 (tetrakis (triphenylphosphine) palladium). Run in C1=CC=CC=C1 (benzene). Product: C(CCCCCCC)C1CC2=CC=C(C=C2C1)C1=CC=C(C=C1)C1=NC=C(C=N1)OCCCCCCCCCC (2-octyl-5-[4-(5-decyloxypyrimidine-2-yl)phenyl]indan). Yield: 82.1%. RXN SMILES: [CH2:1]([CH:9]1[CH2:17][C:16]2[C:11](=[CH:12][CH:13]=[C:14](B(O)O)[CH:15]=2)[CH2:10]1)[CH2:2][CH2:3][CH2:4][CH2:5][CH2:6][CH2:7][CH3:8].[CH2:21]([O:31][C:32]1[CH:33]=[N:34][C:35]([C:38]2[CH:43]=[CH:42][C:41](Br)=[CH:40][CH:39]=2)=[N:36][CH:37]=1)[CH2:22][CH2:23][CH2:24][CH2:25][CH2:26][CH2:27][CH2:28][CH2:29][CH3:30].C(O)C.C(=O)([O-])[O-].[Na+].[Na+]>[Pd].C1(P(C2C=CC=CC=2)C2C=CC=CC=2)C=CC=CC=1.C1(P(C2C=CC=CC=2)C2C=CC=CC=2)C=CC=CC=1.C1(P(C2C=CC=CC=2)C2C=CC=CC=2)C=CC=CC=1.C1(P(C2C=CC=CC=2)C2C=CC=CC=2)C=CC=CC=1.C1C=CC=CC=1>[CH2:1]([CH:9]1[CH2:17][C:16]2[C:11](=[CH:12][CH:13]=[C:14]([C:41]3[CH:40]=[CH:39][C:38]([C:35]4[N:36]=[CH:37][C:32]([O:31][CH2:21][CH2:22][CH2:23][CH2:24][CH2:25][CH2:26][CH2:27][CH2:28][CH2:29][CH3:30])=[CH:33][N:34]=4)=[CH:43][CH:42]=3)[CH:15]=2)[CH2:10]1)[CH2:2][CH2:3][CH2:4][CH2:5][CH2:6][CH2:7][CH3:8] |f:3.4.5,6.7.8.9.10|. Procedure details: 0.30 g (1.09 mM) of 2-octylindan-5-boronic acid, 0.37 g (0.95 mM) of 5-decyloxy-2-(4-bromophenyl)pyrimidine, 1.8 ml of ethanol, 2.5 ml of benzene, 1.5 ml of 2M-sodium carbonate aqueous solution and 0.05 g of tetrakis (triphenylphosphine) palladium (O) were mixed and heat-refluxed for 4 hours under stirring. After the reaction, the reaction mixture was poured into ice water to precipitate a crystal. The crystal was recovered by filtration under reduced pressure and dissolved in toluene, followed ... Yield: 93.6%. Starting materials: (+)-1,2-bis(2s, 5s)-2,5-diphenylphospholanol ethane(1,5-cyclooctadiene) rhodium(I)tetrafluoroborate, 2E, ClC1=CC2=C(NC(CO2)=CC(=O)[O-])C=C1 ((7-chloro-2H-1,4-benzoxazin-3(4H)-ylidene)acetate), ClC1=CC2=C(NC(CO2)=CC(=O)[O-])C=C1 ((7-chloro-2H-1,4-benzoxazin-3(4H)-ylidene)acetate), CCO (EtOH). As a reaction SMILES: [Cl:1][C:2]1[CH:15]=[CH:14][C:5]2[NH:6][C:7](=[CH:10][C:11]([O-:13])=[O:12])[CH2:8][O:9][C:4]=2[CH:3]=1.[CH3:16][CH2:17]O>FC(F)(F)S([O-])(=O)=O.[Zn+2].FC(F)(F)S([O-])(=O)=O>[Cl:1][C:2]1[CH:15]=[CH:14][C:5]2[NH:6][C@@H:7]([CH2:10][C:11]([O:13][CH2:16][CH3:17])=[O:12])[CH2:8][O:9][C:4]=2[CH:3]=1 |f:2.3.4|. The reagents and catalysts are FC(S(=O)(=O)[O-])(F)F.[Zn+2].FC(S(=O)(=O)[O-])(F)F (Zinc trifluoromethanesulfonate). Procedure details: Zinc trifluoromethanesulfonate (2.87 g, 7.91 mmol) was added to a well-stirred solution of (2E or Z)-(7-chloro-2H-1,4-benzoxazin-3(4H)-ylidene)acetate (Intermediate 19, 20 g, 79.1 mmol) in EtOH (150 mL, HPLC grade) at 20° C. The resulting mixture was evacuated and purged with N2 for several times, then (+)-1,2-bis(2s, 5s)-2,5-diphenylphospholanol ethane(1,5-cyclooctadiene) rhodium(I)tetrafluoroborate (0.51 g, 0.63 mmol) was added at 20° C. The resulting solution was evacuated and purged with N2 ... The product is ClC1=CC2=C(N[C@H](CO2)CC(=O)OCC)C=C1 (Ethyl [(3S)-7-chloro-3,4-dihydro-2H-1,4-benzoxazin-3-yl]acetate). Conditions: temperature 60 celsius, time 16 hour.